Dataset: the Open Reaction Database (ORD), a public repository of structured organic reaction records. Task: describe an organic reaction: reactants, conditions, products, and yield The reactants are BrBr, CC(=O)O, CCc1nc2ccc(N)cc2[nH]1. Product: CCc1nc2ccc(N)c(Br)c2[nH]1. As a reaction SMILES: [Br:13][Br:14].[C:15]([OH:16])(=[O:17])[CH3:18].[CH2:1]([CH3:2])[c:3]1[nH:4][c:5]2[c:6]([n:7]1)[cH:8][cH:9][c:10]([NH2:12])[cH:11]2>>[CH2:1]([CH3:2])[c:3]1[nH:4][c:5]2[c:6]([n:7]1)[cH:8][cH:9][c:10]([NH2:12])[c:11]2[Br:13].